The task is: describe an organic reaction: reactants, conditions, products, and yield. This data is from the Open Reaction Database (ORD), a public repository of structured organic reaction records. Product: COc1ccc(CN2Cc3cc(Cl)cc(C(F)(F)F)c3C2=O)cc1. Reactants: COC(=O)C(F)(F)Cl, COc1ccc(CN2Cc3cc(Cl)cc(I)c3C2=O)cc1, [Cu]I, [F-], [K+], CN(C)C=O. Reaction SMILES: [CH3:24][O:25][C:26]([C:27]([F:28])([F:29])[Cl:31])=[O:30].[Cl:3][c:4]1[cH:5][c:6]2[c:10]([c:11]([I:13])[cH:12]1)[C:9](=[O:14])[N:8]([CH2:15][c:16]1[cH:17][cH:18][c:19]([O:22][CH3:23])[cH:20][cH:21]1)[CH2:7]2.[Cu:37][I:38].[F-:1].[K+:2].[O:32]=[CH:33][N:34]([CH3:35])[CH3:36]>>[F:1][C:27]([c:11]1[c:10]2[c:6]([cH:5][c:4]([Cl:3])[cH:12]1)[CH2:7][N:8]([CH2:15][c:16]1[cH:17][cH:18][c:19]([O:22][CH3:23])[cH:20][cH:21]1)[C:9]2=[O:14])([F:28])[F:29]. Reactants: CC(C)(C)OC(=O)N1CCCC(CO)C1, CN(C)C=O, Clc1nc2ccccc2s1, [H-], [I-], [Na+], [Na+], O. Yields the product CC(C)(C)OC(=O)N1CCCC(COc2nc3ccccc3s2)C1. As a reaction SMILES: [C:1]([CH3:2])([CH3:3])([CH3:4])[O:5][C:6](=[O:7])[N:8]1[CH2:9][CH:10]([CH2:14][OH:15])[CH2:11][CH2:12][CH2:13]1.[CH3:30][N:31]([CH3:32])[CH:33]=[O:34].[Cl:18][c:19]1[s:20][c:21]2[c:22]([n:23]1)[cH:24][cH:25][cH:26][cH:27]2.[H-:16].[I-:29].[Na+:17].[Na+:28].[OH2:35]>>[C:1]([CH3:2])([CH3:3])([CH3:4])[O:5][C:6](=[O:7])[N:8]1[CH2:9][CH:10]([CH2:14][O:15][c:19]2[s:20][c:21]3[c:22]([n:23]2)[cH:24][cH:25][cH:26][cH:27]3)[CH2:11][CH2:12][CH2:13]1.